describe an organic reaction: reactants, conditions, products, and yield From a dataset of the Open Reaction Database (ORD), a public repository of structured organic reaction records. The reactants are CC(C)CC(NC(=O)N1CCCCCC1)C(=O)OCc1ccccc1, C1CCOC1. Product: CC(C)CC(NC(=O)N1CCCCCC1)C(=O)O. RXN SMILES: [CH2:1]([c:2]1[cH:3][cH:4][cH:5][cH:6][cH:7]1)[O:8][C:9]([CH:10]([CH2:11][CH:12]([CH3:13])[CH3:14])[NH:15][C:16](=[O:17])[N:18]1[CH2:19][CH2:20][CH2:21][CH2:22][CH2:23][CH2:24]1)=[O:25].[CH2:26]1[O:27][CH2:28][CH2:29][CH2:30]1>>[O:8]=[C:9]([CH:10]([CH2:11][CH:12]([CH3:13])[CH3:14])[NH:15][C:16](=[O:17])[N:18]1[CH2:19][CH2:20][CH2:21][CH2:22][CH2:23][CH2:24]1)[OH:25]. Starting materials: CCCCNCCCC, CN(C)C=O, CN1Cc2c(-c3noc(CCl)n3)ncn2-c2cccc(Cl)c2C1=O. Product: CCCCN(CCCC)Cc1nc(-c2ncn3c2CN(C)C(=O)c2c(Cl)cccc2-3)no1. As a reaction SMILES: [CH2:25]([CH2:26][CH2:27][CH3:28])[NH:29][CH2:30][CH2:31][CH2:32][CH3:33].[CH3:34][N:35]([CH3:36])[CH:37]=[O:38].[Cl:1][c:2]1[cH:3][cH:4][cH:5][c:6]2[c:7]1[C:8](=[O:24])[N:9]([CH3:23])[CH2:10][c:11]1[n:12]-2[cH:13][n:14][c:15]1-[c:16]1[n:17][o:18][c:19]([CH2:21][Cl:22])[n:20]1>>[Cl:1][c:2]1[cH:3][cH:4][cH:5][c:6]2[c:7]1[C:8](=[O:24])[N:9]([CH3:23])[CH2:10][c:11]1[n:12]-2[cH:13][n:14][c:15]1-[c:16]1[n:17][o:18][c:19]([CH2:21][N:29]([CH2:25][CH2:26][CH2:27][CH3:28])[CH2:30][CH2:31][CH2:32][CH3:33])[n:20]1. The reactants are C1(=CC=CC=C1)/C=C/C1=NSC(=N1)C(=O)OCC (Ethyl 3-[(E)-2-phenylethenyl]-1,2,4-thiadiazole-5-carboxylate), [BH4-].[Na+] (NaBH4). The solvent is CO (methanol). Run at time 16 hour. The product is C1(=CC=CC=C1)/C=C/C1=NSC(=N1)CO ({3-[(E)-2-phenylethenyl]-1,2,4-thiadiazol-5-yl}methanol). Isolated yield 72.3%. RXN SMILES: [C:1]1(/[CH:7]=[CH:8]/[C:9]2[N:13]=[C:12]([C:14](OCC)=[O:15])[S:11][N:10]=2)[CH:6]=[CH:5][CH:4]=[CH:3][CH:2]=1.[BH4-].[Na+]>CO>[C:1]1(/[CH:7]=[CH:8]/[C:9]2[N:13]=[C:12]([CH2:14][OH:15])[S:11][N:10]=2)[CH:6]=[CH:5][CH:4]=[CH:3][CH:2]=1 |f:1.2|. Procedure: Ethyl 3-[(E)-2-phenylethenyl]-1,2,4-thiadiazole-5-carboxylate (1.0 g, 3.8 mmol) was suspended in methanol (50 mL), and NaBH4 (220 mg, 5.8 mmol) was added in portions. The mixture was stirred for 16 h at ambient temperature. The reaction was concentrated in vacuo, acidified with aqueous HCl (4 M) to pH 2, and partitioned between Ethyl acetate and water. The organics were dried over Na2SO4, concentrated in vacuo, and the resultant material was rerystallized from ethyl acetate to afford {3-[(E)-2-p... Reactants: [OH-].[Na+] (sodium hydroxide), OC(C=CC1CCC(C1CCCCCCC(=O)O)=O)(CCOCC)C (7-[5-(3-Hydroxy-3-methyl-5-ethoxypent-1-enyl)-2-oxocyclopentyl]heptanoic acid), CI (methyl iodide). Solvent: CN(C)P(=O)(N(C)C)N(C)C (hexamethylphosphotriamide). Run at time 2 hour. Product: OC(C=CC1CCC(C1CCCCCCC(=O)OC)=O)(CCOCC)C (methyl 7-[5-(3-hydroxy-3-methyl-5-ethoxypent-1-enyl)-2-oxocyclopentyl]-heptanoate). Reaction SMILES: [OH:1][C:2]([CH3:25])([CH2:20][CH2:21][O:22][CH2:23][CH3:24])[CH:3]=[CH:4][CH:5]1[CH:9]([CH2:10][CH2:11][CH2:12][CH2:13][CH2:14][CH2:15][C:16]([OH:18])=[O:17])[C:8](=[O:19])[CH2:7][CH2:6]1.[OH-].[Na+].[CH3:28]I>CN(P(N(C)C)(N(C)C)=O)C>[OH:1][C:2]([CH3:25])([CH2:20][CH2:21][O:22][CH2:23][CH3:24])[CH:3]=[CH:4][CH:5]1[CH:9]([CH2:10][CH2:11][CH2:12][CH2:13][CH2:14][CH2:15][C:16]([O:18][CH3:28])=[O:17])[C:8](=[O:19])[CH2:7][CH2:6]1 |f:1.2|. Procedure: 7-[5-(3-Hydroxy-3-methyl-5-ethoxypent-1-enyl)-2-oxocyclopentyl]heptanoic acid (0.24 g.) was diluted with hexamethylphosphotriamide (1.8 ml.) and treated with aqueous sodium hydroxide solution (25% w/v; 0.163 ml.). After stirring for two hours at room temperature, methyl iodide (0.177 ml.) was added and stirring continued for a further 24 hours. The reaction mixture was extracted twice with diethyl ether and the combined ethereal extracts were washed twice with water and dried over anhydrous sodi...